This data is from the Open Reaction Database (ORD), a public repository of structured organic reaction records. The task is: describe an organic reaction: reactants, conditions, products, and yield The reactants are FC1=CC=C(C=C1)O (4-fluorophenol), C([O-])([O-])=O.[K+].[K+] (potassium carbonate), CC(C)(C(CCl)=O)C (2,2-dimethyl-4-chloro-butan-3-one). The solvent is CC(=O)C (acetone). Yields the product CC(C)(C(COC1=CC=C(C=C1)F)=O)C (2,2-dimethyl-4-(4-fluorophenoxy)-butan-3-one). Isolated yield 17.2%. As a reaction SMILES: [CH3:1][C:2]([CH3:8])([C:4](=[O:7])[CH2:5]Cl)[CH3:3].[F:9][C:10]1[CH:15]=[CH:14][C:13]([OH:16])=[CH:12][CH:11]=1.C(=O)([O-])[O-].[K+].[K+]>CC(C)=O>[CH3:1][C:2]([CH3:8])([C:4](=[O:7])[CH2:5][O:16][C:13]1[CH:14]=[CH:15][C:10]([F:9])=[CH:11][CH:12]=1)[CH3:3] |f:2.3.4|. Reported procedure: 418.3 g (3.11 mol) of 2,2-dimethyl-4-chloro-butan-3-one were added dropwise to a suspension, heated to the boil, of 315 g (2.8 mol) of 4-fluorophenol and 386.4 g (2.8 mol) of potassium carbonate in 1,500 ml of acetone. The mixture was stirred under reflux for 4 hours. After cooling to room temperature, the salt which had separated out was filtered off and the filtrate was concentrated in vacuo. The oil which remained was distilled in vacuo. 101.5 g (86.2% of theory) of 2,2-dimethyl-4-(4-fluoroph...